From a dataset of the Open Reaction Database (ORD), a public repository of structured organic reaction records. describe an organic reaction: reactants, conditions, products, and yield Reactants: ClC1=C(C=C(C=C1)C1=NN=C(C(N1)=O)C)[N+](=O)[O-] (3-(4-chloro-3-nitrophenyl)-6-methyl-4H-[1,2,4]triazin-5-one), [Sn](Cl)(Cl)(Cl)Cl (tin chloride). Product: NC=1C=C(C=CC1Cl)C1=NN=C(C(N1)=O)C (3-(3-amino-4-chlorophenyl)-6-methyl-4H-[1,2,4]triazin-5-one). Reaction SMILES: [Cl:1][C:2]1[CH:7]=[CH:6][C:5]([C:8]2[NH:13][C:12](=[O:14])[C:11]([CH3:15])=[N:10][N:9]=2)=[CH:4][C:3]=1[N+:16]([O-])=O.[Sn](Cl)(Cl)(Cl)Cl>>[NH2:16][C:3]1[CH:4]=[C:5]([C:8]2[NH:13][C:12](=[O:14])[C:11]([CH3:15])=[N:10][N:9]=2)[CH:6]=[CH:7][C:2]=1[Cl:1]. Reported procedure: This compound was obtained by reducing 3-(4-chloro-3-nitrophenyl)-6-methyl-4H-[1,2,4]triazin-5-one with tin chloride. The reactants are C=CCCCCCCCCCC (dodec-1-ene), C(Cl)Cl (DCM), F2, CC#N.O (MeCN H2O), -1, OF (HOF). Solvent: CC#N (MeCN), CC#N (MeCN). The product is C(CCCCCCCCC)C1OC1 (2-decyloxirane). Yield: 85.0%. Reaction SMILES: CC#N.[OH2:4].[CH2:5]=[CH:6][CH2:7][CH2:8][CH2:9][CH2:10][CH2:11][CH2:12][CH2:13][CH2:14][CH2:15][CH3:16].C(Cl)Cl.OF>CC#N>[CH2:7]([CH:6]1[CH2:5][O:4]1)[CH2:8][CH2:9][CH2:10][CH2:11][CH2:12][CH2:13][CH2:14][CH2:15][CH3:16] |f:0.1|. Reported procedure: Under a flow of F2 (10% in N2) of 8.9 ml min−1 (1.49 mmol h−1) fed through conduit 12, MeCN:H2O (4:1, 5.50 ml) was added to conduit 16 at a rate of 5.50 ml −1 (60.4 mmol h−1). A solution of dodec-1-ene 24 (0.25 g, 1.49 mmol) (in a 1:1 mixture of DCM:MeCN) was added to pot reactor 22 prior to reaction. The HOF.MeCN thus generated was passed via conduit 20 into the pot reactor 22. Following reaction and purging with nitrogen, the reaction mixture was then transferred from pot reactor 22 to a vesse... The reactants are Cc1cc(C(C)(C)C)c(O)c(C(C)(C)C)c1, COc1ccc(C(=O)CBr)cc1, CCC=O, CC(C)NC(C)C, C1CCOC1. Yields the product COc1ccc(C(=O)CC(C)C=O)cc1. RXN SMILES: [C:12]([c:13]1[cH:14][c:15]([CH3:16])[cH:17][c:18]([C:19]([CH3:20])([CH3:21])[CH3:22])[c:23]1[OH:24])([CH3:25])([CH3:26])[CH3:27].[CH3:28][O:29][c:30]1[cH:31][cH:32][c:33]([C:36]([CH2:37][Br:38])=[O:39])[cH:34][cH:35]1.[CH:1]([CH2:2][CH3:3])=[O:4].[CH:5]([NH:6][CH:7]([CH3:8])[CH3:9])([CH3:10])[CH3:11].[O:40]1[CH2:41][CH2:42][CH2:43][CH2:44]1>>[CH:1]([CH:2]([CH3:3])[CH2:37][C:36]([c:33]1[cH:32][cH:31][c:30]([O:29][CH3:28])[cH:35][cH:34]1)=[O:39])=[O:4]. Starting materials: ( E ), COC1=CC=C(C=C1)/C(/C(=O)OC(C)(C)C)=C/C1=C(N(C2=CC(=CC(=C12)Cl)Cl)S(=O)(=O)C1=CC=C(C=C1)C)C(=O)OCC ((Z)-2-(4-methoxyphenyl)-3-(1-p-toluensulfonyl-2-carboethoxy-4,6-dichloroindol-3-yl)propenoic acid, t-butyl ester). Run in C(=O)O (formic acid). Reaction conditions: time 24 hour. Yields the product intermediate ( E ), COC1=CC=C(C=C1)/C(/C(=O)O)=C/C1=C(N(C2=CC(=CC(=C12)Cl)Cl)S(=O)(=O)C1=CC=C(C=C1)C)C(=O)OCC ((Z)-2-(4-methoxyphenyl)-3-(1-p-toluenesulfonyl-2-carboethoxy-4,6-dichloroindol-3-yl)propenoic acid). Reaction SMILES: [CH3:1][O:2][C:3]1[CH:8]=[CH:7][C:6](/[C:9](=[CH:17]/[C:18]2[C:26]3[C:21](=[CH:22][C:23]([Cl:28])=[CH:24][C:25]=3[Cl:27])[N:20]([S:29]([C:32]3[CH:37]=[CH:36][C:35]([CH3:38])=[CH:34][CH:33]=3)(=[O:31])=[O:30])[C:19]=2[C:39]([O:41][CH2:42][CH3:43])=[O:40])/[C:10]([O:12]C(C)(C)C)=[O:11])=[CH:5][CH:4]=1>C(O)=O>[CH3:1][O:2][C:3]1[CH:4]=[CH:5][C:6](/[C:9](=[CH:17]/[C:18]2[C:26]3[C:21](=[CH:22][C:23]([Cl:28])=[CH:24][C:25]=3[Cl:27])[N:20]([S:29]([C:32]3[CH:37]=[CH:36][C:35]([CH3:38])=[CH:34][CH:33]=3)(=[O:30])=[O:31])[C:19]=2[C:39]([O:41][CH2:42][CH3:43])=[O:40])/[C:10]([OH:12])=[O:11])=[CH:7][CH:8]=1. Reported procedure: Combine (E) and (Z)-2-(4-methoxyphenyl)-3-(1-p-toluensulfonyl-2-carboethoxy-4,6-dichloroindol-3-yl)propenoic acid, t-butyl ester (427 mg) and 96% formic acid (6 mL). After 24 hours, evaporate in vacuo to obtain a residue and recrystallize that residue, if desired, from cyclohexane/ethyl acetate to obtain the intermediate (E) and (Z)-2-(4-methoxyphenyl)-3-(1-p-toluenesulfonyl-2-carboethoxy-4,6-dichloroindol-3-yl)propenoic acid: mp 175°-178° C.; IR (KBr) νmax 1728, 1692, 1371, 1271, 1250, 1179 cm-... The reactants are IC=1C=C(C=CC1)C(S(=O)(=O)C1=CC=C(C=C1)C)NC=O ({(3-iodophenyl)[(4-methylphenyl)sulfonyl]methyl}formamide), BrC1=CC=C(C=O)C=C1 (4-bromobenzaldehyde), Solid. Yields the product BrC1=CC=C(C=C1)C(S(=O)(=O)C1=CC=C(C=C1)C)NC=O ({(4-Bromophenyl)[(4-methylphenyl)sulfonyl]methyl}formamide). As a reaction SMILES: I[C:2]1[CH:3]=[C:4]([CH:8]([NH:19][CH:20]=[O:21])[S:9]([C:12]2[CH:17]=[CH:16][C:15]([CH3:18])=[CH:14][CH:13]=2)(=[O:11])=[O:10])[CH:5]=[CH:6][CH:7]=1.[Br:22]C1C=CC(C=O)=CC=1>>[Br:22][C:7]1[CH:6]=[CH:5][C:4]([CH:8]([NH:19][CH:20]=[O:21])[S:9]([C:12]2[CH:17]=[CH:16][C:15]([CH3:18])=[CH:14][CH:13]=2)(=[O:11])=[O:10])=[CH:3][CH:2]=1. Procedure: The title compound was prepared by a similar process to that described for Intermediate 52 but using 4-bromobenzaldehyde in place of 3-iodobenzaldehyde. Solid (31 g, 80%);